From a dataset of the Open Reaction Database (ORD), a public repository of structured organic reaction records. describe an organic reaction: reactants, conditions, products, and yield The reactants are C1(CC1)C=1C(=NC=C(C(=O)O)C1)OCC(F)(F)F (5-cyclopropyl-6-(2,2,2-trifluoro-ethoxy)-nicotinic acid), N1(CCOCC1)N (morpholin-4-ylamine). Product: C1(CC1)C=1C(=NC=C(C(=O)NN2CCOCC2)C1)OCC(F)(F)F (5-cyclopropyl-N-morpholin-4-yl-6-(2,2,2-trifluoro-ethoxy)-nicotinamide). RXN SMILES: [CH:1]1([C:4]2[C:5]([O:13][CH2:14][C:15]([F:18])([F:17])[F:16])=[N:6][CH:7]=[C:8]([CH:12]=2)[C:9]([OH:11])=O)[CH2:3][CH2:2]1.[N:19]1([NH2:25])[CH2:24][CH2:23][O:22][CH2:21][CH2:20]1>>[CH:1]1([C:4]2[C:5]([O:13][CH2:14][C:15]([F:18])([F:17])[F:16])=[N:6][CH:7]=[C:8]([CH:12]=2)[C:9]([NH:25][N:19]2[CH2:24][CH2:23][O:22][CH2:21][CH2:20]2)=[O:11])[CH2:2][CH2:3]1. Procedure details: The title compound was synthesized in analogy to the procedure described in Example 34 c), using 5-cyclopropyl-6-(2,2,2-trifluoro-ethoxy)-nicotinic acid (example 34b) and morpholin-4-ylamine as starting materials (CAN 4319-49-7); MS (ESI) 346.4 (M+H)+. Conditions: time 3 day. The yield is 53.3%. Run in CN(C)C=O (DMF), CCCCCC (hexane). Yields the product [Si](C)(C)(C(C)(C)C)OCCC1C(CCCC1)=O (2-[2-(tert-butyldimethylsilyloxy)ethyl]cyclohexanone). As a reaction SMILES: [OH:1][CH2:2][CH2:3][CH:4]1[CH2:9][CH2:8][CH2:7][CH2:6][C:5]1=[O:10].N1C=CN=C1.[C:16]([Si:20]([CH3:23])([CH3:22])Cl)([CH3:19])([CH3:18])[CH3:17]>CN(C=O)C.CCCCCC>[Si:20]([O:1][CH2:2][CH2:3][CH:4]1[CH2:9][CH2:8][CH2:7][CH2:6][C:5]1=[O:10])([C:16]([CH3:19])([CH3:18])[CH3:17])([CH3:23])[CH3:22]. Procedure details: In dry DMF (200 ml) was dissolved 2-(2-hydroxyethyl)cyclohexanone (7.86 g) followed by addition of imidazole (9.53 g) and tert-butyldimethylchlorosilane (10 g), and the mixture was stirred at room temperature for 3 days. The reaction mixture was diluted with hexane (500 ml), washed successively with aqueous sodium hydrogen carbonate, diluted hydrochloric acid, aqueous sodium hydrogen carbonate, and aqueous sodium chloride and dried over anhydrous sodium sulfate. The solvent was then distilled of... The reactants are OCCC1C(CCCC1)=O (2-(2-hydroxyethyl)cyclohexanone), N1C=NC=C1 (imidazole), C(C)(C)(C)[Si](Cl)(C)C (tert-butyldimethylchlorosilane). As a reaction SMILES: [CH3:35][N:36]([CH3:37])[CH:38]=[O:39].[Cl:1][CH2:2][C:3]#[N:4].[F:5][c:6]1[cH:7][cH:8][c:9]([CH2:12][n:13]2[c:14]3[n:15][cH:16][n:17][cH:18][c:19]3[n:20][c:21]2[NH:22][CH:23]2[CH2:24][CH2:25][NH:26][CH2:27][CH2:28]2)[cH:10][cH:11]1.[Na+:29].[Na+:30].[O-:31][C:32](=[O:33])[O-:34]>>[CH2:2]([C:3]#[N:4])[N:26]1[CH2:25][CH2:24][CH:23]([NH:22][c:21]2[n:13]([CH2:12][c:9]3[cH:8][cH:7][c:6]([F:5])[cH:11][cH:10]3)[c:14]3[n:15][cH:16][n:17][cH:18][c:19]3[n:20]2)[CH2:28][CH2:27]1. Starting materials: CN(C)C=O, N#CCCl, Fc1ccc(Cn2c(NC3CCNCC3)nc3cncnc32)cc1, [Na+], [Na+], O=C([O-])[O-]. Product: N#CCN1CCC(Nc2nc3cncnc3n2Cc2ccc(F)cc2)CC1. The reactants are c1(ccccc1)CN, C(C[Al]CC(C)C)(C)C, C1CN(C[C@@H](C1=O)O)S(=O)(=O)C. The reagents and catalysts are c1ccc(cc1)-c2c3ccccc3cc4ccccc24 (9-Phenylanthracene). Run at temperature 25 celsius, time 18 hour. Yields the product CS(=O)(=O)N1CC[C@@H](N)[C@@H](O)C1. As a reaction SMILES: [CH3:1][S:2]([N:5]1[CH2:11][C@H:9]([OH:10])[C:8](=O)[CH2:7][CH2:6]1)(=[O:4])=[O:3].[NH2:12]Cc1ccccc1.CC(C[Al]CC(C)C)C>>[CH3:1][S:2]([N:5]1[CH2:11][C@H:9]([OH:10])[C@H:8]([NH2:12])[CH2:7][CH2:6]1)(=[O:4])=[O:3]. Starting materials: CCc1ccc2c(-c3cccc(C#N)c3)c(S(C)(=O)=O)c(C(=O)OCC[Si](C)(C)C)nn12, O=C(O)C(F)(F)F. The product is CCc1ccc2c(-c3cccc(C#N)c3)c(S(C)(=O)=O)c(C(=O)O)nn12. As a reaction SMILES: [C:1](#[N:2])[c:3]1[cH:4][c:5](-[c:9]2[c:10]3[n:11]([n:12][c:13]([C:19](=[O:20])[O:21][CH2:22][CH2:23][Si:24]([CH3:25])([CH3:26])[CH3:27])[c:14]2[S:15](=[O:16])(=[O:17])[CH3:18])[c:28]([CH2:31][CH3:32])[cH:29][cH:30]3)[cH:6][cH:7][cH:8]1.[OH:33][C:34]([C:35]([F:36])([F:37])[F:38])=[O:39]>>[C:1](#[N:2])[c:3]1[cH:4][c:5](-[c:9]2[c:10]3[n:11]([n:12][c:13]([C:19](=[O:20])[OH:21])[c:14]2[S:15](=[O:16])(=[O:17])[CH3:18])[c:28]([CH2:31][CH3:32])[cH:29][cH:30]3)[cH:6][cH:7][cH:8]1.